The task is: describe an organic reaction: reactants, conditions, products, and yield. This data is from the Open Reaction Database (ORD), a public repository of structured organic reaction records. Reaction SMILES: [CH3:46][CH2:47][O:48][C:49]([CH3:50])=[O:51].[Cl:1][CH2:2][c:3]1[cH:4][cH:5][c:6]([O:9][CH3:10])[cH:7][cH:8]1.[I:11][c:12]1[n:13][nH:14][c:15]2[n:16][cH:17][c:18](-[c:34]3[cH:35][cH:36][cH:37][cH:38][cH:39]3)[c:19]([N:21]3[CH2:22][CH2:23][N:24]([C:27](=[O:28])[O:29][C:30]([CH3:31])([CH3:32])[CH3:33])[CH2:25][CH2:26]3)[c:20]12.[K+:40].[K+:41].[O-:42][C:43]([O-:44])=[O:45].[O:52]=[CH:53][N:54]([CH3:55])[CH3:56].[OH2:57]>>[CH2:2]([c:3]1[cH:4][cH:5][c:6]([O:9][CH3:10])[cH:7][cH:8]1)[n:14]1[n:13][c:12]([I:11])[c:20]2[c:15]1[n:16][cH:17][c:18](-[c:34]1[cH:35][cH:36][cH:37][cH:38][cH:39]1)[c:19]2[N:21]1[CH2:22][CH2:23][N:24]([C:27](=[O:28])[O:29][C:30]([CH3:31])([CH3:32])[CH3:33])[CH2:25][CH2:26]1. The product is COc1ccc(Cn2nc(I)c3c(N4CCN(C(=O)OC(C)(C)C)CC4)c(-c4ccccc4)cnc32)cc1. Starting materials: CCOC(C)=O, COc1ccc(CCl)cc1, CC(C)(C)OC(=O)N1CCN(c2c(-c3ccccc3)cnc3[nH]nc(I)c23)CC1, [K+], [K+], O=C([O-])[O-], CN(C)C=O, O. Starting materials: C=O (paraformaldehyde), [Cl-].[Li+] (lithium chloride), C(C)OP(=O)(OCC)C(C(=O)OCC)CC(C)C (ethyl 2-diethylphosphono-4-methylpentanoate), C1CCC2=NCCCN2CC1 (DBU). Run in C1CCOC1 (THF), C1CCOC1 (THF), C(C)(=O)OCC (ethyl acetate), C1CCOC1 (THF). Yields the product C(C(C)C)C(C(=O)OCC)=C (ethyl 2-isobutyl-2-propenoate). Reaction SMILES: [Cl-].[Li+].C(OP([CH:11]([CH2:17][CH:18]([CH3:20])[CH3:19])[C:12]([O:14][CH2:15][CH3:16])=[O:13])(OCC)=O)C.[CH2:21]1CCN2C(=NCCC2)CC1.C=O>C1COCC1.C(OCC)(=O)C>[CH2:17]([C:11](=[CH2:21])[C:12]([O:14][CH2:15][CH3:16])=[O:13])[CH:18]([CH3:19])[CH3:20] |f:0.1|. Procedure details: 333 mg of lithium chloride was suspended in 14 ml of dry THF. Then, 2.0 g of ethyl 2-diethylphosphono-4-methylpentanoate was added thereto under stirring. Then, 1.41 g of. DBU was added thereto in the form of a dry THF solution. Then, a suspension of 348 mg of paraformaldehyde in dry THF was added thereto. The mixture was stirred at room temperature overnight. The reaction solution was subjected to filtration, and the collected substance was washed with a small amount of benzene. The filtrate an...